From a dataset of the Open Reaction Database (ORD), a public repository of structured organic reaction records. describe an organic reaction: reactants, conditions, products, and yield Starting materials: Cl.C(C)N=C=NCCCN(C)C (N1-((ethylimino)methylene)-N3,N3-dimethylpropane-1,3-diamine hydrochloride), ClC1=CC=C(CN2C(=CC3=CC=CC=C23)C(=O)N2CCC(CC2)C(=O)O)C=C1 (1-(1-(4-chlorobenzyl)-1H-indole-2-carbonyl)piperidine-4-carboxylic acid), N1(N=NC2=C1C=CC=C2)O (1H-benzo[d][1,2,3]triazol-1-ol), CCN(C(C)C)C(C)C (Hunig's Base), CN1C=NC(=C1)CN ((1-methyl-1H-imidazol-4-yl)methanamine). Solvent: O (water), C(C)(=O)OCC (ethyl acetate), C(Cl)Cl (DCM), C(Cl)Cl (DCM). Run at time 8 hour. Yields the product ClC1=CC=C(CN2C(=CC3=CC=CC=C23)C(=O)N2CCC(CC2)C(=O)NCC=2N=CN(C2)C)C=C1 (1-(1-(4-chlorobenzyl)-1H-indole-2-carbonyl)-N-((1-methyl-1H-imidazol-4-yl)methyl)piperidine-4-carboxamide). RXN SMILES: Cl.C(N=C=NCCCN(C)C)C.[Cl:13][C:14]1[CH:40]=[CH:39][C:17]([CH2:18][N:19]2[C:27]3[C:22](=[CH:23][CH:24]=[CH:25][CH:26]=3)[CH:21]=[C:20]2[C:28]([N:30]2[CH2:35][CH2:34][CH:33]([C:36]([OH:38])=O)[CH2:32][CH2:31]2)=[O:29])=[CH:16][CH:15]=1.N1(O)C2C=CC=CC=2N=N1.CCN(C(C)C)C(C)C.[CH3:60][N:61]1[CH:65]=[C:64]([CH2:66][NH2:67])[N:63]=[CH:62]1>C(Cl)Cl.O.C(OCC)(=O)C>[Cl:13][C:14]1[CH:40]=[CH:39][C:17]([CH2:18][N:19]2[C:27]3[C:22](=[CH:23][CH:24]=[CH:25][CH:26]=3)[CH:21]=[C:20]2[C:28]([N:30]2[CH2:35][CH2:34][CH:33]([C:36]([NH:67][CH2:66][C:64]3[N:63]=[CH:62][N:61]([CH3:60])[CH:65]=3)=[O:38])[CH2:32][CH2:31]2)=[O:29])=[CH:16][CH:15]=1 |f:0.1|. Procedure: N1-((ethylimino)methylene)-N3,N3-dimethylpropane-1,3-diamine hydrochloride (259 mg, 1.350 mmol), 1-(1-(4-chlorobenzyl)-1H-indole-2-carbonyl)piperidine-4-carboxylic acid (428 mg, 1.080 mmol), and 1H-benzo[d][1,2,3]triazol-1-ol (182 mg, 1.350 mmol) were dissolved in 4.0 mL of DCM. The reaction was stirred at room temperature for ten minutes before Hunig's Base (0.236 ml, 1.350 mmol) and (1-methyl-1H-imidazol-4-yl)methanamine (100 mg, 0.900 mmol) as a 1.0 mL DCM solution was added. The reaction was... Reactants: COC=1C=C(C(=O)NCCC2=CC=CC=C2)C=C(C1OC)[N+](=O)[O-] (3,4-dimethoxy-5-nitro-N-phenethylbenzamide), P(=O)(Cl)(Cl)Cl (phosphorus oxychloride). Yields the product COC=1C=C(C=C(C1OC)[N+](=O)[O-])C1=NCCC2=CC=CC=C12 (1-(3,4-dimethoxy-5-nitrophenyl)-3,4-dihydroisoquinoline). Reaction SMILES: [CH3:1][O:2][C:3]1[CH:4]=[C:5]([CH:17]=[C:18]([N+:22]([O-:24])=[O:23])[C:19]=1[O:20][CH3:21])[C:6]([NH:8][CH2:9][CH2:10][C:11]1[CH:16]=[CH:15][CH:14]=[CH:13][CH:12]=1)=O.P(Cl)(Cl)(Cl)=O>>[CH3:1][O:2][C:3]1[CH:4]=[C:5]([C:6]2[C:16]3[C:11](=[CH:12][CH:13]=[CH:14][CH:15]=3)[CH2:10][CH2:9][N:8]=2)[CH:17]=[C:18]([N+:22]([O-:24])=[O:23])[C:19]=1[O:20][CH3:21]. Reported procedure: 3.6 g of 3,4-dimethoxy-5-nitro-N-phenethylbenzamide are heated under reflux with 36 ml of phosphorus oxychloride under a nitrogen atmosphere for 96 hours. After distilling the excess phosphorus oxychloride in a water-jet vacuum at 60°, the residue is treated three times with 100 ml of toluene each time, with the solvent being distilled each time. The residue is taken up in methylene chloride. The organic phase is washed with water, dried over sodium sulfate and evaporated in a water-jet vacuum. ... The reactants are NC(CCO)(C)C (3-amino-3-methyl-butan-1-ol), C(=O)([O-])[O-].[Na+].[Na+] (Na2CO3), ClC(=O)OCC1=CC=CC=C1 (Benzyl chloroformate). Reaction conditions: temperature 0 celsius, time 2 hour. Product: C(C1=CC=CC=C1)OC(NC(C)(CCO)C)=O (benzyl(4-hydroxy-2-methylbutan-2-yl)carbamate). Isolated yield 72.4%. RXN SMILES: [NH2:1][C:2]([CH3:7])([CH3:6])[CH2:3][CH2:4][OH:5].C([O-])([O-])=O.[Na+].[Na+].Cl[C:15]([O:17][CH2:18][C:19]1[CH:24]=[CH:23][CH:22]=[CH:21][CH:20]=1)=[O:16]>>[CH2:18]([O:17][C:15](=[O:16])[NH:1][C:2]([CH3:7])([CH2:3][CH2:4][OH:5])[CH3:6])[C:19]1[CH:24]=[CH:23][CH:22]=[CH:21][CH:20]=1 |f:1.2.3|. Procedure details: To a 150-mL round-bottomed flask was added 3-amino-3-methyl-butan-1-ol (2.18 mL, 19.39 mmol, Tyger Sci. Inc) and Na2CO3 (3.08 g, 29.1 mmol) (1 M in water) and the solution was cooled to 0° C. Benzyl chloroformate (3.03 mL, 21.33 mmol, Sigma-Aldrich) was added dropwise and the mixture was stirred at 0° C. for 2 h. The mixture was extracted with EtOAc (100 mL×3) and the combined organic layers were dried (MgSO4), filtered and concentrated. The residue was purified with silica gel chromatography (e... Starting materials: CC(C)(C)OC(=O)NCC1(O)CCN(Cc2ccccc2)C1, CO. The product is CC(C)(C)OC(=O)NCC1(O)CCNC1. RXN SMILES: [CH2:1]([c:2]1[cH:3][cH:4][cH:5][cH:6][cH:7]1)[N:8]1[CH2:9][C:10]([OH:13])([CH2:14][NH:15][C:16](=[O:17])[O:18][C:19]([CH3:20])([CH3:21])[CH3:22])[CH2:11][CH2:12]1.[CH3:23][OH:24]>>[NH:8]1[CH2:9][C:10]([OH:13])([CH2:14][NH:15][C:16](=[O:17])[O:18][C:19]([CH3:20])([CH3:21])[CH3:22])[CH2:11][CH2:12]1. Starting materials: C(C)OC(=O)C=1C=C2CC(C(NC2=CC1)C1=CC(=CC(=C1)N1C(CCC1)=O)F)(C)C (2-[3-fluoro-5-(2-oxo-pyrrolidin-1-yl)-phenyl]-3,3-dimethyl-1,2,3,4-tetrahydro-quinoline-6-carboxylic acid ethyl ester), O.[OH-].[Li+] (lithium hydroxide hydrate), O (water), Cl (hydrochloric acid). The solvent is CO (methanol), O1CCCC1 (tetrahydrofuran). Run at temperature 60 celsius, time 12 hour. The product is FC=1C=C(C=C(C1)N1C(CCC1)=O)C1NC2=CC=C(C=C2CC1(C)C)C(=O)O (2-[3-fluoro-5-(2-oxo-pyrrolidin-1-yl)-phenyl]-3,3-dimethyl-1,2,3,4-tetrahydro-quinoline-6-carboxylic acid). The yield is 33.0%. RXN SMILES: C([O:3][C:4]([C:6]1[CH:7]=[C:8]2[C:13](=[CH:14][CH:15]=1)[NH:12][CH:11]([C:16]1[CH:21]=[C:20]([N:22]3[CH2:26][CH2:25][CH2:24][C:23]3=[O:27])[CH:19]=[C:18]([F:28])[CH:17]=1)[C:10]([CH3:30])([CH3:29])[CH2:9]2)=[O:5])C.O.[OH-].[Li+].O.Cl>CO.O1CCCC1>[F:28][C:18]1[CH:17]=[C:16]([CH:11]2[C:10]([CH3:30])([CH3:29])[CH2:9][C:8]3[C:13](=[CH:14][CH:15]=[C:6]([C:4]([OH:5])=[O:3])[CH:7]=3)[NH:12]2)[CH:21]=[C:20]([N:22]2[CH2:26][CH2:25][CH2:24][C:23]2=[O:27])[CH:19]=1 |f:1.2.3|. Procedure: A mixture of 2-[3-fluoro-5-(2-oxo-pyrrolidin-1-yl)-phenyl]-3,3-dimethyl-1,2,3,4-tetrahydro-quinoline-6-carboxylic acid ethyl ester (0.25 g, 0.61 mmol), lithium hydroxide hydrate (0.26 g, 6.1 mmol), water (2 mL) in methanol (3 mL) and tetrahydrofuran (10 mL) was stirred at 60° C. for 12 h. The mixture was neutralized with a 3 N aqueous hydrochloric acid solution and extracted with ethyl acetate (2×50 mL), washed with water, dried over anhydrous sodium sulfate and then concentrated in vacuo to aff... Reagents/catalysts: [Fe] (iron). Isolated yield 37.7%. Solvent: O (water), C(C)O (ethanol), O (water), C(C)O (ethanol). Yields the product ClC1=CC(=C(C=C1)N)NCC1CCCCC1 (4-Chloro-1-amino-2-(cyclohexylmethyl)aminobenzene). Procedure: A solution of 21.5 g of the product obtained in step A) and 13.4 g of iron powder in a mixture of 25 ml of water and 25 ml of ethanol is brought to the reflux point. A solution of 50 ml of concentrated hydrochloric acid in a mixture of 34 ml of water and 34 ml of ethanol is then added slowly. Reflux is maintained for 2 hours. The reaction medium is then poured onto ice, treated with a saturated solution of NaHCO3 and then extracted with DCM, washed with water and dried over Na2SO4 and the solven... As a reaction SMILES: [Cl:1][C:2]1[CH:7]=[CH:6][C:5]([N+:8]([O-])=O)=[C:4]([NH:11][CH2:12][CH:13]2[CH2:18][CH2:17][CH2:16][CH2:15][CH2:14]2)[CH:3]=1.Cl.C([O-])(O)=O.[Na+]>O.C(O)C.[Fe]>[Cl:1][C:2]1[CH:7]=[CH:6][C:5]([NH2:8])=[C:4]([NH:11][CH2:12][CH:13]2[CH2:14][CH2:15][CH2:16][CH2:17][CH2:18]2)[CH:3]=1 |f:2.3|. Reactants: Cl (hydrochloric acid), ClC1=CC(=C(C=C1)[N+](=O)[O-])NCC1CCCCC1 (4-Chloro-1-nitro-2-(cyclohexylmethyl)aminobenzene), C(=O)(O)[O-].[Na+] (NaHCO3). Solvent: CN(C)C=O (DMF). Conditions: temperature 40 celsius, time 12 hour. RXN SMILES: N1C=CN=C1[C@@H]1CCCN1C(OC(C)(C)C)=O.[I:18][C:19]1[N:20]=[C:21]([C@@H:25]2[CH2:29][CH2:28][CH2:27][N:26]2[C:30]([O:32][C:33]([CH3:36])([CH3:35])[CH3:34])=[O:31])[NH:22][C:23]=1I.P(C(C)(C)C)(C(C)(C)C)C(C)(C)C.N1CCCCC1>CN(C=O)C.[Cu]I>[I:18][C:19]1[N:20]=[C:21]([C@@H:25]2[CH2:29][CH2:28][CH2:27][N:26]2[C:30]([O:32][C:33]([CH3:36])([CH3:35])[CH3:34])=[O:31])[NH:22][CH:23]=1. Reported procedure: A mixture of 5 (630 mg, 1.53 mmol), 6 (520 mg, 1.53 mmol), Pd (PPh3)2Cl2 (56 mg, 0.080 mmol) and CuI (8 mg, 0.04 mmol), P(t-Bu)3 (1.1 mL, 0.31 mmol), piperidine (1.05 mL, 4.60 mmol) in DMF (20 mL) was stirred at 40° C. for 12 h. The reaction mixture was partitioned between H2O and DCM. The organic layer was washed with H2O (4×50 mL) and brine (15 mL), dried over anhydrous Na2SO4, filtered and then concentrated in vacuo. The residue was purified by silica gel chromatography (DCM/MeOH=50/1 (v/v)) ... Starting materials: N1C(=NC=C1)[C@H]1N(CCC1)C(=O)OC(C)(C)C ((S)-tert-butyl 2-(1H-imidazol-2-yl)pyrrolidine-1-carboxylate), IC=1N=C(NC1I)[C@H]1N(CCC1)C(=O)OC(C)(C)C ((S)-tert-butyl 2-(4,5-diiodo-1H-imidazol-2-yl)pyrrolidine-1-carboxylate), Pd (PPh3)2Cl2, P(C(C)(C)C)(C(C)(C)C)C(C)(C)C (P(t-Bu)3), N1CCCCC1 (piperidine). Reagents/catalysts: [Cu]I (CuI). The product is IC=1N=C(NC1)[C@H]1N(CCC1)C(=O)OC(C)(C)C ((S)-tert-butyl 2-(4-iodo-1H-imidazol-2-yl)pyrrolidine-1-carboxylate). Yield: 99.0%.